Dataset: the Open Reaction Database (ORD), a public repository of structured organic reaction records. Task: describe an organic reaction: reactants, conditions, products, and yield The reactants are CC(C)(C)OC(=O)N1CCC(Nc2cc(Cl)ncn2)CC1, CS(=O)(=O)c1ccc2c(c1)CCN2, [H-], [Na+], CN(C)C=O. The product is CC(C)(C)OC(=O)N1CCC(Nc2cc(N3CCc4cc(S(C)(=O)=O)ccc43)ncn2)CC1. As a reaction SMILES: [C:16]([CH3:17])([CH3:18])([CH3:19])[O:20][C:21](=[O:22])[N:23]1[CH2:24][CH2:25][CH:26]([NH:29][c:30]2[n:31][cH:32][n:33][c:34]([Cl:36])[cH:35]2)[CH2:27][CH2:28]1.[CH3:3][S:4](=[O:5])(=[O:6])[c:7]1[cH:8][c:9]2[c:13]([cH:14][cH:15]1)[NH:12][CH2:11][CH2:10]2.[H-:2].[Na+:1].[O:37]=[CH:38][N:39]([CH3:40])[CH3:41]>>[CH3:3][S:4](=[O:5])(=[O:6])[c:7]1[cH:8][c:9]2[c:13]([cH:14][cH:15]1)[N:12]([c:34]1[n:33][cH:32][n:31][c:30]([NH:29][CH:26]3[CH2:25][CH2:24][N:23]([C:21]([O:20][C:16]([CH3:17])([CH3:18])[CH3:19])=[O:22])[CH2:28][CH2:27]3)[cH:35]1)[CH2:11][CH2:10]2. The reactants are [OH-].[Na+] (sodium hydroxide), 2R,3R-butanediol, COC(C1=CC=CC=C1)OC (benzaldehyde dimethyl acetal), C1(=CC=C(C=C1)S(=O)(=O)[O-])C.[NH+]1=CC=CC=C1 (pyridinium p-toluenesulphonate). The solvent is C1(=CC=CC=C1)C (toluene). The product is C[C@H]1OC(O[C@@H]1C)C1=CC=CC=C1 ((4R,5R)-4,5-dimethyl-2-phenyl-1,3-dioxolane). As a reaction SMILES: CO[CH:3]([O:10][CH3:11])[C:4]1[CH:9]=[CH:8][CH:7]=[CH:6][CH:5]=1.[C:12]1(C)C=CC(S([O-])(=O)=O)=C[CH:13]=1.[NH+]1C=CC=C[CH:24]=1.[OH-:29].[Na+]>C1(C)C=CC=CC=1>[CH3:12][C@@H:13]1[C@@H:11]([CH3:24])[O:10][CH:3]([C:4]2[CH:9]=[CH:8][CH:7]=[CH:6][CH:5]=2)[O:29]1 |f:1.2,3.4|. Procedure details: A solution of 300 g (3.33 mol) of 2R,3R-butanediol, 422 g (2.78 mol) of benzaldehyde dimethyl acetal and 7.0 g (27.7 mmol) of pyridinium p-toluenesulphonate in 1.2 l of toluene was heated to 50° C. At 600-800 mbar, ca. 400 ml of distillate were taken off over the course of 3 hours. It was cooled and the reaction mixture was added to 500 ml of a 1 M sodium hydroxide solution. The phases were separated and the organic phase was washed twice with in each case 500 ml of water. The organic phase was ... The reactants are CO, CS(C)=O, ClCCl, Cc1cc(C)c(CN)c(=O)[nH]1, [Na+], O=C([O-])O, CC(C)n1ncc2c(C(=O)O)cc(-c3cccc(CO)c3)nc21. The product is Cc1cc(C)c(CNC(=O)c2cc(-c3cccc(CO)c3)nc3c2cnn3C(C)C)c(=O)[nH]1. As a reaction SMILES: [CH3:40][OH:41].[CH3:45][S:46]([CH3:47])=[O:48].[Cl:42][CH2:43][Cl:44].[NH2:24][CH2:25][c:26]1[c:27](=[O:34])[nH:28][c:29]([CH3:33])[cH:30][c:31]1[CH3:32].[Na+:39].[O-:35][C:36]([OH:37])=[O:38].[OH:1][CH2:2][c:3]1[cH:4][c:5](-[c:9]2[cH:10][c:11]([C:21](=[O:22])[OH:23])[c:12]3[c:13]([n:14]2)[n:15]([CH:18]([CH3:19])[CH3:20])[n:16][cH:17]3)[cH:6][cH:7][cH:8]1>>[OH:1][CH2:2][c:3]1[cH:4][c:5](-[c:9]2[cH:10][c:11]([C:21](=[O:22])[NH:24][CH2:25][c:26]3[c:27](=[O:34])[nH:28][c:29]([CH3:33])[cH:30][c:31]3[CH3:32])[c:12]3[c:13]([n:14]2)[n:15]([CH:18]([CH3:19])[CH3:20])[n:16][cH:17]3)[cH:6][cH:7][cH:8]1.